The task is: describe an organic reaction: reactants, conditions, products, and yield. This data is from the Open Reaction Database (ORD), a public repository of structured organic reaction records. Reactants: N1C=NC=C1 (imidazole), ClC=1N=C(C2=C(N1)SC1=C2CCCC1)NCC1=CC=C(C=C1)F (2-chloro-5,6,7,8-tetrahydro-4-(4-fluorobenzylamino)-[1]-benzothieno-[2,3-d]-pyrimidine). Product: N1(C=NC=C1)C=1N=C(C2=C(N1)SC1=C2CCCC1)NCC1=CC=C(C=C1)F (2-(imidazol-1-yl)-5,6,7,8-tetrahydro-4-(4-fluorobenzylamino)-[1]-benzothieno-[2,3-d]-pyrimidine). RXN SMILES: [NH:1]1[CH:5]=[CH:4][N:3]=[CH:2]1.Cl[C:7]1[N:8]=[C:9]([NH:20][CH2:21][C:22]2[CH:27]=[CH:26][C:25]([F:28])=[CH:24][CH:23]=2)[C:10]2[C:15]3[CH2:16][CH2:17][CH2:18][CH2:19][C:14]=3[S:13][C:11]=2[N:12]=1>>[N:1]1([C:7]2[N:8]=[C:9]([NH:20][CH2:21][C:22]3[CH:23]=[CH:24][C:25]([F:28])=[CH:26][CH:27]=3)[C:10]3[C:15]4[CH2:16][CH2:17][CH2:18][CH2:19][C:14]=4[S:13][C:11]=3[N:12]=2)[CH:5]=[CH:4][N:3]=[CH:2]1. Procedure: Following the procedure of Example 97, the reaction of imidazole with 2-chloro-5,6,7,8-tetrahydro-4-(4-fluorobenzylamino)-[1]-benzothieno-[2,3-d]-pyrimidine gives 2-(imidazol-1-yl)-5,6,7,8-tetrahydro-4-(4-fluorobenzylamino)-[1]-benzothieno-[2,3-d]-pyrimidine.